Dataset: the Open Reaction Database (ORD), a public repository of structured organic reaction records. Task: describe an organic reaction: reactants, conditions, products, and yield Starting materials: O=S(=O)(Cl)c1cccc(CBr)c1, N#Cc1ccc(CN2CCNCC2=O)cc1, Cl. Yields the product N#Cc1ccc(CN2CCN(S(=O)(=O)c3cccc(CBr)c3)CC2=O)cc1. Reaction SMILES: [Br:18][CH2:19][c:20]1[cH:21][c:22]([S:26](=[O:27])(=[O:28])[Cl:29])[cH:23][cH:24][cH:25]1.[C:2](#[N:3])[c:4]1[cH:5][cH:6][c:7]([CH2:8][N:9]2[C:10](=[O:15])[CH2:11][NH:12][CH2:13][CH2:14]2)[cH:16][cH:17]1.[ClH:1]>>[C:2](#[N:3])[c:4]1[cH:5][cH:6][c:7]([CH2:8][N:9]2[C:10](=[O:15])[CH2:11][N:12]([S:26]([c:22]3[cH:21][c:20]([CH2:19][Br:18])[cH:25][cH:24][cH:23]3)(=[O:27])=[O:28])[CH2:13][CH2:14]2)[cH:16][cH:17]1. Reactants: Nc1c(Br)c(C2=CCNCC2)nc2c(-c3cnc4ccccc4c3)cnn12, O=C1CCC(=O)N1Br, O=C1CCC(=O)N1Cl. Product: Nc1c(Cl)c(C2=CCNCC2)nc2c(-c3cnc4ccccc4c3)cnn12. RXN SMILES: [Br:1][c:2]1[c:3]([C:22]2=[CH:27][CH2:26][NH:25][CH2:24][CH2:23]2)[n:4][c:5]2[n:6]([c:7]1[NH2:8])[n:9][cH:10][c:11]2-[c:12]1[cH:13][n:14][c:15]2[cH:16][cH:17][cH:18][cH:19][c:20]2[cH:21]1.[Br:36][N:37]1[C:38](=[O:39])[CH2:40][CH2:41][C:42]1=[O:43].[Cl:28][N:29]1[C:30](=[O:31])[CH2:32][CH2:33][C:34]1=[O:35]>>[c:2]1([Cl:28])[c:3]([C:22]2=[CH:27][CH2:26][NH:25][CH2:24][CH2:23]2)[n:4][c:5]2[n:6]([c:7]1[NH2:8])[n:9][cH:10][c:11]2-[c:12]1[cH:13][n:14][c:15]2[cH:16][cH:17][cH:18][cH:19][c:20]2[cH:21]1. The reactants are C(C)(C)(C)OC(=O)N1C[C@H]([C@@H](C1)CN(C(C1=CC(=C(C=C1)OC)OCCCOC)=O)C(C)C)C(=O)O ((3S*,4R*)-4-({isopropyl-[4-methoxy-3-(3-methoxy-propoxy)-benzoyl]-amino}-methyl)-pyrrolidine-1,3-dicarboxylic acid 1-tert-butyl ester), CN (methylamine), CC#N.O (CH3CN H2O). Solvent: CC#N (CH3CN). Product: CNC(=O)[C@@H]1CNC[C@H]1CN(C(C1=CC(=C(C=C1)OC)OCCCOC)=O)C(C)C ((3S*,4S*)-4-({Isopropyl-[4-methoxy-3-(3-methoxy-propoxy)-benzoyl]-amino}-methyl)-pyrrolidine-3-carboxylic acid methylamide). RXN SMILES: C(OC([N:8]1[CH2:12][C@@H:11]([CH2:13][N:14]([CH:31]([CH3:33])[CH3:32])[C:15](=[O:30])[C:16]2[CH:21]=[CH:20][C:19]([O:22][CH3:23])=[C:18]([O:24][CH2:25][CH2:26][CH2:27][O:28][CH3:29])[CH:17]=2)[C@H:10]([C:34](O)=[O:35])[CH2:9]1)=O)(C)(C)C.CN.C[C:40]#[N:41].O>CC#N>[CH3:40][NH:41][C:34]([C@H:10]1[C@H:11]([CH2:13][N:14]([CH:31]([CH3:32])[CH3:33])[C:15](=[O:30])[C:16]2[CH:21]=[CH:20][C:19]([O:22][CH3:23])=[C:18]([O:24][CH2:25][CH2:26][CH2:27][O:28][CH3:29])[CH:17]=2)[CH2:12][NH:8][CH2:9]1)=[O:35] |f:2.3|. Procedure details: The title compound is prepared analogously as described for the title compound Example 1, starting from (3S*,4R*)-4-({isopropyl-[4-methoxy-3-(3-methoxy-propoxy)-benzoyl]-amino}-methyl)-pyrrolidine-1,3-dicarboxylic acid 1-tert-butyl ester and methylamine. MS (LC-MS): 422.1 [MH]+; tR (HPLC, nucleosil C18 column, 10-100% CH3CN/H2O/5 min, 100% CH3CN/3 min, flow: 1.5 ml/min): 3.83 min.